From a dataset of the Open Reaction Database (ORD), a public repository of structured organic reaction records. describe an organic reaction: reactants, conditions, products, and yield Reactants: ClCCl, Cc1n[nH]c(=O)c2cc3n(c12)CCCC3, CO, [Na+], [OH-], O=P(Cl)(Cl)Cl. The product is Cc1nnc(Cl)c2cc3n(c12)CCCC3. RXN SMILES: [CH2:25]([Cl:26])[Cl:27].[CH3:1][c:2]1[n:3][nH:4][c:5](=[O:15])[c:6]2[cH:7][c:8]3[n:13]([c:14]12)[CH2:12][CH2:11][CH2:10][CH2:9]3.[CH3:21][OH:22].[Na+:24].[OH-:23].[P:16]([Cl:17])([Cl:18])([Cl:19])=[O:20]>>[CH3:1][c:2]1[n:3][n:4][c:5]([Cl:18])[c:6]2[cH:7][c:8]3[n:13]([c:14]12)[CH2:12][CH2:11][CH2:10][CH2:9]3. Reactants: O=Cc1cc(Br)c(F)cc1F, O=C([O-])[O-], CC#N, COCCOC, CCO, [Cs+], [Cs+], O, OB(O)c1cncnc1. Product: O=Cc1cc(-c2cncnc2)c(F)cc1F. As a reaction SMILES: [Br:10][c:11]1[c:12]([F:20])[cH:13][c:14]([F:19])[c:15]([CH:16]=[O:17])[cH:18]1.[C:21](=[O:22])([O-:23])[O-:24].[CH3:27][C:28]#[N:29].[CH3:30][O:31][CH2:32][CH2:33][O:34][CH3:35].[CH3:36][CH2:37][OH:38].[Cs+:25].[Cs+:26].[OH2:39].[n:1]1[cH:2][n:3][cH:4][c:5]([B:7]([OH:8])[OH:9])[cH:6]1>>[n:1]1[cH:2][n:3][cH:4][c:5](-[c:11]2[c:12]([F:20])[cH:13][c:14]([F:19])[c:15]([CH:16]=[O:17])[cH:18]2)[cH:6]1. Starting materials: C(C)OC=1C(C(C1NC1=CC=NC=C1)=O)=O (3-ethoxy-4-(pyridin-4-yl-amino)-3-cyclobutene-1,2-dione), N1=CC(=CC=C1)OCCCCCCN (6-(pyridin-3-yloxy)-hexylamine). The product is N1=CC=C(C=C1)NC=1C(C(C1NCCCCCCOC=1C=NC=CC1)=O)=O (3-(Pyridin-4-ylamino)-4-[6-(pyridin-3-yloxy)-hexylamino]-cyclobut-3-ene-1,2-dione). RXN SMILES: C(O[C:4]1[C:5](=[O:16])[C:6](=[O:15])[C:7]=1[NH:8][C:9]1[CH:14]=[CH:13][N:12]=[CH:11][CH:10]=1)C.[N:17]1[CH:22]=[CH:21][CH:20]=[C:19]([O:23][CH2:24][CH2:25][CH2:26][CH2:27][CH2:28][CH2:29][NH2:30])[CH:18]=1>>[N:12]1[CH:11]=[CH:10][C:9]([NH:8][C:7]2[C:6](=[O:15])[C:5](=[O:16])[C:4]=2[NH:30][CH2:29][CH2:28][CH2:27][CH2:26][CH2:25][CH2:24][O:23][C:19]2[CH:18]=[N:17][CH:22]=[CH:21][CH:20]=2)=[CH:14][CH:13]=1. Reported procedure: The title compound was prepared according to the procedure described in example 1B starting from 3-ethoxy-4-(pyridin-4-yl-amino)-3-cyclobutene-1,2-dione prepared according to example 7A and 6-(pyridin-3-yloxy)-hexylamine. Reactants: C(C)C=1NC2=CC=C(C=C2C(C1I)=O)F (2-ethyl-6-fluoro-3-iodoquinolin-4(1H)-one), FC=1C=C(C=C(C1)F)B(O)O (3,5-difluorophenylboronic acid), C(=O)([O-])[O-].[Na+].[Na+] (Na2CO3). The reagents and catalysts are C=1C=CC(=CC1)[P](C=2C=CC=CC2)(C=3C=CC=CC3)[Pd]([P](C=4C=CC=CC4)(C=5C=CC=CC5)C=6C=CC=CC6)([P](C=7C=CC=CC7)(C=8C=CC=CC8)C=9C=CC=CC9)[P](C=1C=CC=CC1)(C=1C=CC=CC1)C=1C=CC=CC1 (tetrakis(triphenylphosphine)palladium(0)). The solvent is C(C)#N.O (acetonitrile water). Conditions: time 8 hour. Product: FC=1C=C(C=C(C1)F)C1=C(NC2=CC=C(C=C2C1=O)F)CC (3-(3,5-difluorophenyl)-2-ethyl-6-fluoroquinolin-4(1H)-one). Reaction SMILES: [CH2:1]([C:3]1[NH:4][C:5]2[C:10]([C:11](=[O:14])[C:12]=1I)=[CH:9][C:8]([F:15])=[CH:7][CH:6]=2)[CH3:2].[F:16][C:17]1[CH:18]=[C:19](B(O)O)[CH:20]=[C:21]([F:23])[CH:22]=1.C([O-])([O-])=O.[Na+].[Na+]>C(#N)C.O.C1C=CC([P]([Pd]([P](C2C=CC=CC=2)(C2C=CC=CC=2)C2C=CC=CC=2)([P](C2C=CC=CC=2)(C2C=CC=CC=2)C2C=CC=CC=2)[P](C2C=CC=CC=2)(C2C=CC=CC=2)C2C=CC=CC=2)(C2C=CC=CC=2)C2C=CC=CC=2)=CC=1>[F:16][C:17]1[CH:18]=[C:19]([C:12]2[C:11](=[O:14])[C:10]3[C:5](=[CH:6][CH:7]=[C:8]([F:15])[CH:9]=3)[NH:4][C:3]=2[CH2:1][CH3:2])[CH:20]=[C:21]([F:23])[CH:22]=1 |f:2.3.4,5.6,^1:40,42,61,80|. Procedure details: A stirred mixture of 2-ethyl-6-fluoroquinolin-4(1H)-one (4.00 g, 21 mmol), I2 (10.62 g, 2.0 eq) and Na2CO3 (3.33 g, 1.5 eq) in THF (100 mL) was stirred at rt overnight. To the reaction mixture was added Na2S2O3 solution, after 2 min the resulted mixture was filtered, washed with water and dried in the air to give a white solid as 2-ethyl-6-fluoro-3-iodoquinolin-4(1H)-one. Mass Spectrum (ESI) m/e=318 (M+1). A mixture of 2-ethyl-6-fluoro-3-iodoquinolin-4(1H)-one (400 mg, 1.3 mmol), 3,5-difluorophe... Reactants: [Si](C)(C)(C(C)(C)C)Cl (t-butyldimethylsilyl chloride), OC=1C=CC=C2C=CC(=NC12)C (8-Hydroxyquinaldine), [Si](C)(C)(C(C)(C)C)Cl (t-butyldimethylsilyl chloride), N1C=NC=C1 (imidazole). Solvent: CN(C=O)C (N,N-dimethylformamide), O (water). Reaction conditions: time 8 hour. The product is [Si](C)(C)(C(C)(C)C)OC=1C=CC=C2C=CC(=NC12)C (8-t-Butyldimethylsilyloxyquinaldine). Isolated yield 99.0%. Reaction SMILES: [OH:1][C:2]1[CH:3]=[CH:4][CH:5]=[C:6]2[C:11]=1[N:10]=[C:9]([CH3:12])[CH:8]=[CH:7]2.[Si:13](Cl)([C:16]([CH3:19])([CH3:18])[CH3:17])([CH3:15])[CH3:14].N1C=CN=C1>CN(C)C=O.O>[Si:13]([O:1][C:2]1[CH:3]=[CH:4][CH:5]=[C:6]2[C:11]=1[N:10]=[C:9]([CH3:12])[CH:8]=[CH:7]2)([C:16]([CH3:19])([CH3:18])[CH3:17])([CH3:15])[CH3:14]. Procedure details: 8-Hydroxyquinaldine (10 g), t-butyldimethylsilyl chloride (10 g) and imidazole (8.6 g) were dissolved in N,N-dimethylformamide (150 ml) and stirred at ambient temperature overnight. Further t-butyldimethylsilyl chloride (4.7 g) was added and the reaction stirred for another 30 minutes. The reaction was diluted with water (600 ml) and extracted with dichloromethane (3×300 ml). The combined organic phases were dried over magnesium sulphate and concentrated in vacuo to afford the title compound as ... The reactants are ClC1=C(C=CC(=C1)C=O)OS(=O)(=O)C(F)(F)F (Trifluoro-methanesulfonic acid 2-chloro-4-formyl-phenyl ester), C(#N)C=1C=C(C=CC1)B(O)O (3-cyano-phenyl-boronic acid), C([O-])([O-])=O.[Na+].[Na+] (sodium carbonate). The reagents and catalysts are C1(=CC=CC=C1)P(C1=CC=CC=C1)C1=CC=CC=C1.C1(=CC=CC=C1)P(C1=CC=CC=C1)C1=CC=CC=C1.C1(=CC=CC=C1)P(C1=CC=CC=C1)C1=CC=CC=C1.C1(=CC=CC=C1)P(C1=CC=CC=C1)C1=CC=CC=C1.[Pd] (palladium tetrakis(triphenylphosphine)). The solvent is C(OC)COC (dimethoxyethane). Run at temperature 100 celsius, time 24 hour. Yields the product ClC1=C(C=CC(=C1)C=O)C1=CC(=CC=C1)C#N (2′-Chloro-4′-formyl-biphenyl-3-carbonitrile). RXN SMILES: [Cl:1][C:2]1[CH:7]=[C:6]([CH:8]=[O:9])[CH:5]=[CH:4][C:3]=1OS(C(F)(F)F)(=O)=O.[C:18]([C:20]1[CH:21]=[C:22](B(O)O)[CH:23]=[CH:24][CH:25]=1)#[N:19].C(=O)([O-])[O-].[Na+].[Na+]>C(COC)OC.C1(P(C2C=CC=CC=2)C2C=CC=CC=2)C=CC=CC=1.C1(P(C2C=CC=CC=2)C2C=CC=CC=2)C=CC=CC=1.C1(P(C2C=CC=CC=2)C2C=CC=CC=2)C=CC=CC=1.C1(P(C2C=CC=CC=2)C2C=CC=CC=2)C=CC=CC=1.[Pd]>[Cl:1][C:2]1[CH:7]=[C:6]([CH:8]=[O:9])[CH:5]=[CH:4][C:3]=1[C:24]1[CH:23]=[CH:22][CH:21]=[C:20]([C:18]#[N:19])[CH:25]=1 |f:2.3.4,6.7.8.9.10|. Procedure details: Trifluoro-methanesulfonic acid 2-chloro-4-formyl-phenyl ester (I-6a: 10.0 g), 3-cyano-phenyl-boronic acid (5.26 g) and palladium tetrakis(triphenylphosphine) (3.00 g) were combined in 100 mL of dimethoxyethane, then treated with 10 mL of a 2M aqueous sodium carbonate solution before being heated in a 100° C. oil bath. After 24 hours, the reaction mixture was cooled to ambient temperature, the organic phase was separated, dried over magnesium sulfate, filtered and concentrated under reduced press...